Dataset: the Open Reaction Database (ORD), a public repository of structured organic reaction records. Task: describe an organic reaction: reactants, conditions, products, and yield Starting materials: CC(C)(C)OC(=O)COc1cccc2c1CCCC2NS(=O)(=O)c1ccc(Br)cc1, O=C([O-])[O-], C1COCCO1, OB(O)c1cc(F)ccn1, [K+], [K+], c1ccc(P(c2ccccc2)(c2ccccc2)[Pd](P(c2ccccc2)(c2ccccc2)c2ccccc2)(P(c2ccccc2)(c2ccccc2)c2ccccc2)P(c2ccccc2)(c2ccccc2)c2ccccc2)cc1. Yields the product CC(C)(C)OC(=O)COc1cccc2c1CCCC2NS(=O)(=O)c1ccc(-c2cc(F)ccn2)cc1. As a reaction SMILES: [C:1]([CH3:2])([CH3:3])([CH3:4])[O:5][C:6]([CH2:7][O:8][c:9]1[cH:10][cH:11][cH:12][c:13]2[c:18]1[CH2:17][CH2:16][CH2:15][CH:14]2[NH:19][S:20](=[O:21])(=[O:22])[c:23]1[cH:24][cH:25][c:26]([Br:29])[cH:27][cH:28]1)=[O:30].[C:31](=[O:32])([O-:33])[O-:34].[CH2:47]1[O:48][CH2:49][CH2:50][O:51][CH2:52]1.[F:37][c:38]1[cH:39][c:40]([B:44]([OH:45])[OH:46])[n:41][cH:42][cH:43]1.[K+:35].[K+:36].[cH:53]1[cH:54][cH:55][c:56]([P:57]([Pd:58]([P:59]([c:60]2[cH:61][cH:62][cH:63][cH:64][cH:65]2)([c:66]2[cH:67][cH:68][cH:69][cH:70][cH:71]2)[c:72]2[cH:73][cH:74][cH:75][cH:76][cH:77]2)([P:78]([c:79]2[cH:80][cH:81][cH:82][cH:83][cH:84]2)([c:85]2[cH:86][cH:87][cH:88][cH:89][cH:90]2)[c:91]2[cH:92][cH:93][cH:94][cH:95][cH:96]2)[P:97]([c:98]2[cH:99][cH:100][cH:101][cH:102][cH:103]2)([c:104]2[cH:105][cH:106][cH:107][cH:108][cH:109]2)[c:110]2[cH:111][cH:112][cH:113][cH:114][cH:115]2)([c:116]2[cH:117][cH:118][cH:119][cH:120][cH:121]2)[c:122]2[cH:123][cH:124][cH:125][cH:126][cH:127]2)[cH:128][cH:129]1>>[C:1]([CH3:2])([CH3:3])([CH3:4])[O:5][C:6]([CH2:7][O:8][c:9]1[cH:10][cH:11][cH:12][c:13]2[c:18]1[CH2:17][CH2:16][CH2:15][CH:14]2[NH:19][S:20](=[O:21])(=[O:22])[c:23]1[cH:24][cH:25][c:26](-[c:40]2[cH:39][c:38]([F:37])[cH:43][cH:42][n:41]2)[cH:27][cH:28]1)=[O:30]. Reactants: COC=1C=CC2=C(CCN(C(N2)=O)C2CCNCC2)C1 (7-methoxy-3-piperidin-4-yl-1,3,4,5-tetrahydro-1,3-benzodiazepin-2-one), ClC1=CC(=NC=N1)C(=O)N1C(CC2=CC=CC=C12)CC ((6-chloro-pyrimidin-4-yl)-(2-ethyl-2,3-dihydro-indol-1-yl)-methanone), CCN(C(C)C)C(C)C (DIPEA). Run in CN(C)C=O (DMF). The product is C(C)C1N(C2=CC=CC=C2C1)C(=O)C1=CC(=NC=N1)N1CCC(CC1)N1C(NC2=C(CC1)C=C(C=C2)OC)=O (3-{1-[6-(2-ethyl-2,3-dihydro-indole-1-carbonyl)-pyrimidin-4-yl]-piperidin-4-yl}-7-methoxy-1,3,4,5-tetrahydro-benzo[d][1,3]diazepin-2-one). Reaction SMILES: [CH3:1][O:2][C:3]1[CH:4]=[CH:5][C:6]2[NH:12][C:11](=[O:13])[N:10]([CH:14]3[CH2:19][CH2:18][NH:17][CH2:16][CH2:15]3)[CH2:9][CH2:8][C:7]=2[CH:20]=1.Cl[C:22]1[N:27]=[CH:26][N:25]=[C:24]([C:28]([N:30]2[C:38]3[C:33](=[CH:34][CH:35]=[CH:36][CH:37]=3)[CH2:32][CH:31]2[CH2:39][CH3:40])=[O:29])[CH:23]=1.CCN(C(C)C)C(C)C>CN(C=O)C>[CH2:39]([CH:31]1[CH2:32][C:33]2[C:38](=[CH:37][CH:36]=[CH:35][CH:34]=2)[N:30]1[C:28]([C:24]1[N:25]=[CH:26][N:27]=[C:22]([N:17]2[CH2:18][CH2:19][CH:14]([N:10]3[CH2:9][CH2:8][C:7]4[CH:20]=[C:3]([O:2][CH3:1])[CH:4]=[CH:5][C:6]=4[NH:12][C:11]3=[O:13])[CH2:15][CH2:16]2)[CH:23]=1)=[O:29])[CH3:40]. Reported procedure: 110 mg (0.40 mmol) 7-methoxy-3-piperidin-4-yl-1,3,4,5-tetrahydro-1,3-benzodiazepin-2-one, 103 mg (0.36 mmol) (6-chloro-pyrimidin-4-yl)-(2-ethyl-2,3-dihydro-indol-1-yl)-methanone and 0.14 mL (0.80 mmol) DIPEA in 3.0 mL DMF were stirred overnight at RT. Then the reaction mixture was purified by preparative HPLC-MS. The product-containing fractions were combined, the organic solvent was evaporated down and the residue was neutralised with 1N aqueous sodium hydroxide solution. The precipitate formed... Reactants: Br, Br, CCN(C(C)C)C(C)C, C1CCOC1, Cc1csc(Cl)c1N=C=S, Nc1cscc1N. The product is Cc1csc(Cl)c1NC(=S)Nc1cscc1N. RXN SMILES: [BrH:1].[BrH:2].[CH2:10]([N:11]([CH:12]([CH3:13])[CH3:14])[CH:15]([CH3:16])[CH3:17])[CH3:18].[CH2:29]1[O:30][CH2:31][CH2:32][CH2:33]1.[Cl:19][c:20]1[s:21][cH:22][c:23]([CH3:28])[c:24]1[N:25]=[C:26]=[S:27].[NH2:3][c:4]1[cH:5][s:6][cH:7][c:8]1[NH2:9]>>[NH:3]([c:4]1[cH:5][s:6][cH:7][c:8]1[NH2:9])[C:26]([NH:25][c:24]1[c:20]([Cl:19])[s:21][cH:22][c:23]1[CH3:28])=[S:27]. The reactants are [OH-].[Na+] (sodium hydroxide), CN(C=O)C (Dimethylformamide), P(=O)(Cl)(Cl)Cl (Phosphorus oxychloride), CN(CCCC1=CNC=2CCCCC12)C (3-(3-dimethylamino-propyl)-4,5,6,7-tetrahydro-1H-indole). Run in ClCCl (dichloromethane), O (water). Product: CN(CCCC1=C(NC=2CCCCC12)C=O)C (3-(3-dimethylaminopropyl)-2-formyl-4,5,6,7-tetrahydro-1H-indole). Yield: 79.2%. As a reaction SMILES: CN(C)[CH:3]=[O:4].P(Cl)(Cl)(Cl)=O.[CH3:11][N:12]([CH3:25])[CH2:13][CH2:14][CH2:15][C:16]1[C:24]2[CH2:23][CH2:22][CH2:21][CH2:20][C:19]=2[NH:18][CH:17]=1.[OH-].[Na+]>O.ClCCl>[CH3:25][N:12]([CH3:11])[CH2:13][CH2:14][CH2:15][C:16]1[C:24]2[CH2:23][CH2:22][CH2:21][CH2:20][C:19]=2[NH:18][C:17]=1[CH:3]=[O:4] |f:3.4|. Procedure details: Dimethylformamide (0.8 g) and 13 mL of dichloromethane was cooled to −9° C. Phosphorus oxychloride (1.7 g) was. rapidly added via a dropping funnel. 3-(3-dimethylamino-propyl)-4,5,6,7-tetrahydro-1H-indole (2 g) was added in portions with vigorous stirring. The mixture was warmed to room temperature and then refluxed for 10 minutes. It was then cooled to 5° C., and diluted with 20 mL of water. The pH was adjusted to 10 with 10N sodium hydroxide. The layers were separated. The organic layer was wa... Reactants: ClC1=CC=C(C=C1)C1=C(NC2=CC=CC(=C12)SC)C(=O)OCC (Ethyl 3-(4-chlorophenyl)-4-(methylsulfanyl)-1H-indole-2-carboxylate), [OH-].[K+] (KOH). Solvent: CCO (EtOH). The product is ClC1=CC=C(C=C1)C1=C(NC2=CC=CC(=C12)SC)C(=O)O (3-(4-Chlorophenyl)-4-(methylsulfanyl)-1H-indole-2-carboxylic acid). The yield is 101.6%. Reaction SMILES: [Cl:1][C:2]1[CH:7]=[CH:6][C:5]([C:8]2[C:16]3[C:11](=[CH:12][CH:13]=[CH:14][C:15]=3[S:17][CH3:18])[NH:10][C:9]=2[C:19]([O:21]CC)=[O:20])=[CH:4][CH:3]=1.[OH-].[K+]>CCO>[Cl:1][C:2]1[CH:3]=[CH:4][C:5]([C:8]2[C:16]3[C:11](=[CH:12][CH:13]=[CH:14][C:15]=3[S:17][CH3:18])[NH:10][C:9]=2[C:19]([OH:21])=[O:20])=[CH:6][CH:7]=1 |f:1.2|. Procedure details: To a solution of the ester of Step 4 (1.5 g) in EtOH (15 mL) was added 1N KOH solution (13 mL). The reaction mixture was stirred at reflux for 1 hour. The organic solvent was removed by evaporation and the aqueous solution was acidified with 3N HCl and extracted with EtOAc. The combined organic layers were dried over Na2SO4 and concentrated to give the title compound as a white solid (1.4 g). Reactants: OC1=CC=C(C(=O)CCCNC2=C(C=CC(=C2)OC)C2CC=3C=CC(=CC3CC2)OC(C(C)(C)C)=O)C=C1 (pivalic acid 6-{2-[(4-hydroxybenzoyl)propylamino]-4-methoxyphenyl}-5,6,7,8-tetrahydronaphthalen-2-yl ester), ClCCN1CCCCCC1 (1-(2-chloroethyl)azepane). Yields the product N1(CCCCCC1)CCOC1=CC=C(CCCCNC2=C(C=CC(=C2)OC)C2CC=3C=CC(=CC3CC2)O)C=C1 (6-{2-{[4-(2-Azepan-1-yl-ethoxy)benzyl]propylamino}-4-methoxyphenyl}-5,6,7,8-tetrahydronaphthalen-2-ol). The yield is 28.5%. Reaction SMILES: [OH:1][C:2]1[CH:38]=[CH:37][C:5]([C:6]([CH2:8][CH2:9][CH2:10][NH:11][C:12]2[CH:17]=[C:16]([O:18][CH3:19])[CH:15]=[CH:14][C:13]=2[CH:20]2[CH2:29][CH2:28][C:27]3[CH:26]=[C:25]([O:30]C(=O)C(C)(C)C)[CH:24]=[CH:23][C:22]=3[CH2:21]2)=O)=[CH:4][CH:3]=1.Cl[CH2:40][CH2:41][N:42]1[CH2:48][CH2:47][CH2:46][CH2:45][CH2:44][CH2:43]1>>[N:42]1([CH2:41][CH2:40][O:1][C:2]2[CH:3]=[CH:4][C:5]([CH2:6][CH2:8][CH2:9][CH2:10][NH:11][C:12]3[CH:17]=[C:16]([O:18][CH3:19])[CH:15]=[CH:14][C:13]=3[CH:20]3[CH2:29][CH2:28][C:27]4[CH:26]=[C:25]([OH:30])[CH:24]=[CH:23][C:22]=4[CH2:21]3)=[CH:37][CH:38]=2)[CH2:48][CH2:47][CH2:46][CH2:45][CH2:44][CH2:43]1. Procedure: Synthesized from pivalic acid 6-{2-[(4-hydroxybenzoyl)propylamino]-4-methoxyphenyl}-5,6,7,8-tetrahydronaphthalen-2-yl ester (30 mg) and 1-(2-chloroethyl)azepane (23 mg) according to an analogous synthetic method to Example 404 and purified by NH silica gel column chromatography (hexane-ethyl acetate system), the title compound (9 mg) was obtained.